This data is from the Open Reaction Database (ORD), a public repository of structured organic reaction records. The task is: describe an organic reaction: reactants, conditions, products, and yield Reactants: CO, [Na+], C1CCOC1, [OH-], COC(=O)C(Cc1ccc(OCCOc2ccc3ccccc3c2)cc1)C(=O)OC. Product: COC(=O)C(Cc1ccc(OCCOc2ccc3ccccc3c2)cc1)C(=O)O. RXN SMILES: [CH3:33][OH:34].[Na+:32].[O:35]1[CH2:36][CH2:37][CH2:38][CH2:39]1.[OH-:31].[cH:1]1[c:2]([O:11][CH2:12][CH2:13][O:14][c:15]2[cH:16][cH:17][c:18]([CH2:19][CH:20]([C:21](=[O:22])[O:23][CH3:24])[C:25](=[O:26])[O:27][CH3:28])[cH:29][cH:30]2)[cH:3][cH:4][c:5]2[cH:6][cH:7][cH:8][cH:9][c:10]12>>[cH:1]1[c:2]([O:11][CH2:12][CH2:13][O:14][c:15]2[cH:16][cH:17][c:18]([CH2:19][CH:20]([C:21](=[O:22])[O:23][CH3:24])[C:25](=[O:26])[OH:27])[cH:29][cH:30]2)[cH:3][cH:4][c:5]2[cH:6][cH:7][cH:8][cH:9][c:10]12. Starting materials: N#CC1=CCSc2ccccc21, CC(C)C[AlH]CC(C)C, Cc1ccccc1, O=S(=O)(O)O, c1ccccc1. The product is O=CC1=CCSc2ccccc21. Reaction SMILES: [C:1](#[N:2])[C:3]1=[CH:4][CH2:5][S:6][c:7]2[c:8]1[cH:9][cH:10][cH:11][cH:12]2.[CH3:13][CH:14]([CH2:15][AlH:16][CH2:17][CH:18]([CH3:19])[CH3:20])[CH3:21].[CH3:33][c:34]1[cH:35][cH:36][cH:37][cH:38][cH:39]1.[S:22]([OH:23])(=[O:24])(=[O:25])[OH:26].[cH:27]1[cH:28][cH:29][cH:30][cH:31][cH:32]1>>[CH:1]([C:3]1=[CH:4][CH2:5][S:6][c:7]2[c:8]1[cH:9][cH:10][cH:11][cH:12]2)=[O:23]. As a reaction SMILES: [CH3:1][S:2](=[O:3])(=[O:4])[c:5]1[cH:6][cH:7][c:8]([O:9][c:10]2[cH:11][cH:12][c:13]([N+:16]([O-:17])=[O:18])[cH:14][cH:15]2)[cH:19][cH:20]1.[CH3:21][OH:22].[CH3:23][CH2:24][O:25][C:26](=[O:27])[CH3:28]>>[CH3:1][S:2](=[O:3])(=[O:4])[c:5]1[cH:6][cH:7][c:8]([O:9][c:10]2[cH:11][cH:12][c:13]([NH2:16])[cH:14][cH:15]2)[cH:19][cH:20]1. Product: CS(=O)(=O)c1ccc(Oc2ccc(N)cc2)cc1. Reactants: CS(=O)(=O)c1ccc(Oc2ccc([N+](=O)[O-])cc2)cc1, CO, CCOC(C)=O. The reactants are CCN(C(C)C)C(C)C (DIPEA), Cl.NO (hydroxylamine hydrochloride), C(C)(C)(C)[SiH2]OC(C=1C(=C(C(=C(C=O)C1)F)F)N1C[C@H](O[C@H](C1)C)C)(C1=CC=CC=C1)C1=CC=CC=C1 (5-(tert-Butyl-diphenyl-silanyloxymethyl)-4-((2R,6S)-2,6-dimethyl-morpholin-4-yl)-2,3-difluoro-benzaldehyde), C(C)(C)(C)[SiH2]OC(C=1C(=C(C(=C(C=O)C1)F)F)N1C[C@H](O[C@H](C1)C)C)(C1=CC=CC=C1)C1=CC=CC=C1 (5-(tert-Butyl-diphenyl-silanyloxymethyl)-4-((2R,6S)-2,6-dimethyl-morpholin-4-yl)-2,3-difluoro-benzaldehyde). Run in C1CCOC1 (THF), C(Cl)Cl (CH2Cl2). Reaction conditions: time 12 hour. The product is [Si](C1=CC=CC=C1)(C1=CC=CC=C1)(C(C)(C)C)OCC=1C(=C(C(=C(C1)C=NO)F)F)N1C[C@H](O[C@H](C1)C)C (1-{5-({[tert-butyl(diphenyl)silyl]oxy}methyl)-4-[(2R,6S)-2,6-dimethylmorpholin-4-yl]-2,3-difluorophenyl}-N-hydroxymethanimine). As a reaction SMILES: [C:1]([SiH2:5][O:6][C:7](C1C=CC=CC=1)(C1C=CC=CC=1)[C:8]1[C:9]([N:18]2[CH2:23][C@H:22]([CH3:24])[O:21][C@H:20]([CH3:25])[CH2:19]2)=[C:10]([F:17])[C:11]([F:16])=[C:12]([CH:15]=1)[CH:13]=O)([CH3:4])([CH3:3])[CH3:2].CCN([CH:44]([CH3:46])[CH3:45])C(C)C.Cl.[NH2:48][OH:49]>C1COCC1.C(Cl)Cl>[Si:5]([O:6][CH2:7][C:8]1[C:9]([N:18]2[CH2:23][C@H:22]([CH3:24])[O:21][C@H:20]([CH3:25])[CH2:19]2)=[C:10]([F:17])[C:11]([F:16])=[C:12]([CH:13]=[N:48][OH:49])[CH:15]=1)([C:1]([CH3:2])([CH3:4])[CH3:3])([C:45]1[CH:44]=[CH:46][CH:3]=[CH:1][CH:2]=1)[C:8]1[CH:9]=[CH:10][CH:11]=[CH:12][CH:15]=1 |f:2.3|. Reported procedure: To an ice-bath cooled and stirred solution of 5-(tert-Butyl-diphenyl-silanyloxymethyl)-4-((2R,6S)-2,6-dimethyl-morpholin-4-yl)-2,3-difluoro-benzaldehyde (Intermediate 4, 9.1 g, 17 mmol) in THF was added DIPEA (4.5 mL, 26 mmol) followed by hydroxylamine hydrochloride (1.3 g, 19 mmol) over a period of 15 min. The mixture was brought to room temperature and stirred for 12 hours. The reaction mixture was diluted with CH2Cl2 and washed successively with 1 N HCl (1×250 mL), water and brine. The organi... The reactants are aqueous solution, [OH-].[Na+] (sodium hydroxide), C(C)OC(=O)C1(CC1)[C@@H]1[C@@H](C(N(C1)[C@@H](C)C1=CC=CC=C1)=O)F (4-(S)-(1-ethoxycarbonylcyclopropyl)-3-(S)-fluoro-1-[1-(S)-phenylethyl]-2-pyrrolidone). Run in C(C)O (ethanol). Conditions: temperature 40 celsius, time 6 hour. Yields the product C(=O)(O)C1(CC1)[C@@H]1[C@@H](C(N(C1)[C@@H](C)C1=CC=CC=C1)=O)F (4-(S)-(1-Carboxycyclopropyl)-3-(S)-fluoro-1-[1-(S)-phenylethyl]-2-pyrrolidone). The yield is 89.4%. Reaction SMILES: C([O:3][C:4]([C:6]1([C@H:9]2[CH2:13][N:12]([C@H:14]([C:16]3[CH:21]=[CH:20][CH:19]=[CH:18][CH:17]=3)[CH3:15])[C:11](=[O:22])[C@H:10]2[F:23])[CH2:8][CH2:7]1)=[O:5])C.[OH-].[Na+]>C(O)C>[C:4]([C:6]1([C@H:9]2[CH2:13][N:12]([C@H:14]([C:16]3[CH:17]=[CH:18][CH:19]=[CH:20][CH:21]=3)[CH3:15])[C:11](=[O:22])[C@H:10]2[F:23])[CH2:7][CH2:8]1)([OH:5])=[O:3] |f:1.2|. Procedure details: 4-(S)-(1-ethoxycarbonylcyclopropyl)-3-(S)-fluoro-1-[1-(S)-phenylethyl]-2-pyrrolidone (12.56 g, 39.33 mmol) was dissolved in ethanol (120 ml) and a 1 N aqueous solution of sodium hydroxide (120 ml) was added dropwise thereinto. After stirring at 40° C. for 6 hours, ethanol was evaporated under reduced pressure. The residue was washed with chloroform (100 ml×2). Under ice cooling, the separated aqueous layer was acidified by adding dropwise 1 N hydrochloric acid thereinto and then extracted succes... Reactants: O=C([O-])[O-], C1COCCN1, C1CCOC1, CC(C)(C)OC(=O)N1CCN(C(=O)c2coc(Cl)n2)C(COc2cccnc2)C1, [K+], [K+]. RXN SMILES: [C:36](=[O:37])([O-:38])[O-:39].[CH2:30]1[CH2:31][O:32][CH2:33][CH2:34][NH:35]1.[CH2:42]1[O:43][CH2:44][CH2:45][CH2:46]1.[Cl:1][c:2]1[o:3][cH:4][c:5]([C:7](=[O:8])[N:9]2[CH:10]([CH2:22][O:23][c:24]3[cH:25][n:26][cH:27][cH:28][cH:29]3)[CH2:11][N:12]([C:15](=[O:16])[O:17][C:18]([CH3:19])([CH3:20])[CH3:21])[CH2:13][CH2:14]2)[n:6]1.[K+:40].[K+:41]>>[c:2]1([N:35]2[CH2:30][CH2:31][O:32][CH2:33][CH2:34]2)[o:3][cH:4][c:5]([C:7](=[O:8])[N:9]2[CH:10]([CH2:22][O:23][c:24]3[cH:25][n:26][cH:27][cH:28][cH:29]3)[CH2:11][N:12]([C:15](=[O:16])[O:17][C:18]([CH3:19])([CH3:20])[CH3:21])[CH2:13][CH2:14]2)[n:6]1. The product is CC(C)(C)OC(=O)N1CCN(C(=O)c2coc(N3CCOCC3)n2)C(COc2cccnc2)C1.